This data is from the Open Reaction Database (ORD), a public repository of structured organic reaction records. The task is: describe an organic reaction: reactants, conditions, products, and yield Starting materials: ClC1=C(C=C(C(=O)O)C=C1)[N+](=O)[O-] (4-chloro-3-nitrobenzoic acid), S(=O)(Cl)Cl (thionyl chloride), CO (methanol). Product: ClC1=C(C=C(C(=O)OC)C=C1)[N+](=O)[O-] (methyl 4-chloro-3-nitro-benzoate). Isolated yield 99.0%. As a reaction SMILES: [Cl:1][C:2]1[CH:10]=[CH:9][C:5]([C:6]([OH:8])=[O:7])=[CH:4][C:3]=1[N+:11]([O-:13])=[O:12].S(Cl)(Cl)=O.[CH3:18]O>>[Cl:1][C:2]1[CH:10]=[CH:9][C:5]([C:6]([O:8][CH3:18])=[O:7])=[CH:4][C:3]=1[N+:11]([O-:13])=[O:12]. Procedure: To a solution of 10.0 g (49.6 mmol) of 4-chloro-3-nitrobenzoic acid in 100 ml of methanol was added dropwise 11.8 g (99.2 mmol) of thionyl chloride at 0° C. The reaction mixture was refluxed for 2 hours and the solvent was then distilled off under reduced pressure. Ice water was added to the resulting residue. The mixture was made basic by the addition of concentrated ammonium hydroxide. The mixture was extracted three times with ethyl acetate. The combined extracts were washed with water and dr... Reactants: COCCCn1ccc2ccc(C(=O)OC)cc21, CO, [Na+], [OH-]. The product is COCCCn1ccc2ccc(C(=O)O)cc21. RXN SMILES: [CH3:1][O:2][C:3](=[O:4])[c:5]1[cH:6][cH:7][c:8]2[cH:9][cH:10][n:11]([CH2:14][CH2:15][CH2:16][O:17][CH3:18])[c:12]2[cH:13]1.[CH3:21][OH:22].[Na+:20].[OH-:19]>>[O:2]=[C:3]([OH:4])[c:5]1[cH:6][cH:7][c:8]2[cH:9][cH:10][n:11]([CH2:14][CH2:15][CH2:16][O:17][CH3:18])[c:12]2[cH:13]1. The reactants are C=Cc1ccccc1, CCO[SiH](OCC)OCC, CC(=O)OC(C)=O, Cc1ccccc1, [Pt]. Product: CCO[Si](CCc1ccccc1)(OCC)OCC. As a reaction SMILES: [CH2:1]=[CH:2][c:3]1[cH:4][cH:5][cH:6][cH:7][cH:8]1.[CH2:9]([CH3:10])[O:11][SiH:12]([O:13][CH2:14][CH3:15])[O:16][CH2:17][CH3:18].[CH3:19][C:20]([O:21][C:22](=[O:23])[CH3:24])=[O:25].[CH3:27][c:28]1[cH:29][cH:30][cH:31][cH:32][cH:33]1.[Pt:26]>>[CH2:1]([CH2:2][c:3]1[cH:4][cH:5][cH:6][cH:7][cH:8]1)[Si:12]([O:11][CH2:9][CH3:10])([O:13][CH2:14][CH3:15])[O:16][CH2:17][CH3:18]. The reactants are C(C)(C)(C)C1=CC(=C(C=C1)CCN(C)C)OC ([2-(4-Tert-butyl-2-methoxyphenyl)ethyl]dimethylamine), Br (hydrobromic acid). Product: C(C)(C)(C)C=1C=CC(=C(C1)O)CCN(C)C (5-Tert-butyl-2-[2-(dimethylamino)ethyl]phenol). As a reaction SMILES: [C:1]([C:5]1[CH:10]=[CH:9][C:8]([CH2:11][CH2:12][N:13]([CH3:15])[CH3:14])=[C:7]([O:16]C)[CH:6]=1)([CH3:4])([CH3:3])[CH3:2].Br>>[C:1]([C:5]1[CH:10]=[CH:9][C:8]([CH2:11][CH2:12][N:13]([CH3:15])[CH3:14])=[C:7]([OH:16])[CH:6]=1)([CH3:4])([CH3:2])[CH3:3]. Reported procedure: A mixture of 0.092 g (0.39 mmol) of the product from step D and 3.0 mL of 48% aqueous hydrobromic acid was refluxed for 1 h. The reaction mixture was cooled to room temperature and partitioned between saturated aqueous NaHCO3 and ether. The aqueous layer was separated and re extracted with ether. The organic layers were combined, dried (Na2SO4), filtered and evaporated in vacuo to afford the title compound. Reactants: CO, N=C(N)Nc1nc(-c2ccccc2[N+](=O)[O-])cs1, O. The product is N=C(N)Nc1nc(-c2ccccc2N)cs1. As a reaction SMILES: [CH3:19][OH:20].[NH:1]([C:2](=[NH:3])[NH2:4])[c:5]1[s:6][cH:7][c:8](-[c:10]2[c:11]([N+:16]([O-:17])=[O:18])[cH:12][cH:13][cH:14][cH:15]2)[n:9]1.[OH2:21]>>[NH:1]([C:2](=[NH:3])[NH2:4])[c:5]1[s:6][cH:7][c:8](-[c:10]2[c:11]([NH2:16])[cH:12][cH:13][cH:14][cH:15]2)[n:9]1. The reactants are C12C(C3CC(CC(C1)C3)C2)COCCCCCCCC2=CC=C(N)C=C2 (4-(7-(adamantan-2-ylmethoxy)heptyl)aniline), C(#N)C1(CC1)C(=O)O (1-cyanocyclopropanecarboxylic acid). Yields the product C12C(C3CC(CC(C1)C3)C2)COCCCCCCCC2=CC=C(C=C2)NC(=O)C2(CC2)C#N (N-(4-(7-(adamantan-2-ylmethoxy)heptyl)phenyl)-1-cyanocyclopropanecarboxamide). Yield: 96.2%. Reaction SMILES: [CH:1]12[CH2:10][CH:5]3[CH2:6][CH:7]([CH2:9][CH:3]([CH2:4]3)[CH:2]1[CH2:11][O:12][CH2:13][CH2:14][CH2:15][CH2:16][CH2:17][CH2:18][CH2:19][C:20]1[CH:26]=[CH:25][C:23]([NH2:24])=[CH:22][CH:21]=1)[CH2:8]2.[C:27]([C:29]1([C:32](O)=[O:33])[CH2:31][CH2:30]1)#[N:28]>>[CH:3]12[CH2:9][CH:7]3[CH2:6][CH:5]([CH2:10][CH:1]([CH2:8]3)[CH:2]1[CH2:11][O:12][CH2:13][CH2:14][CH2:15][CH2:16][CH2:17][CH2:18][CH2:19][C:20]1[CH:21]=[CH:22][C:23]([NH:24][C:32]([C:29]3([C:27]#[N:28])[CH2:31][CH2:30]3)=[O:33])=[CH:25][CH:26]=1)[CH2:4]2. Reported procedure: General procedure E was used to convert 1.30 mmol of 13d and 1.95 mmol of 1-cyanocyclopropanecarboxylic acid to 1.25 mmol (96%) of the title compound. The reactants are C1(=CC=CC=C1)C=1OC2=C(N1)C=CC(=C2)CC(=O)O (2-phenyl-6-benzoxazolylacetic acid), C(C)O (ethanol), Cl (hydrogen chloride). Product: C(C)OC(CC1=CC2=C(N=C(O2)C2=CC=CC=C2)C=C1)=O (ethyl-2-phenyl-6-benzoxazolylacetate). Reaction SMILES: [C:1]1([C:7]2[O:8][C:9]3[CH:15]=[C:14]([CH2:16][C:17]([OH:19])=[O:18])[CH:13]=[CH:12][C:10]=3[N:11]=2)[CH:6]=[CH:5][CH:4]=[CH:3][CH:2]=1.Cl.[CH2:21](O)[CH3:22]>>[CH2:21]([O:18][C:17](=[O:19])[CH2:16][C:14]1[CH:13]=[CH:12][C:10]2[N:11]=[C:7]([C:1]3[CH:2]=[CH:3][CH:4]=[CH:5][CH:6]=3)[O:8][C:9]=2[CH:15]=1)[CH3:22]. Procedure: A solution of 2-phenyl-6-benzoxazolylacetic acid (20 gm) in ethanol (200 ml) was heated under reflux for 6 hr., during which time dry hydrogen chloride gas was passed through the solution. The residual oil on evaporation of the solution was extracted with ether and this solution was evaporated to dryness. The solid formed was recrystallised from toluene/petroleum ether to yield white crystals of ethyl-2-phenyl-6-benzoxazolylacetate, m.p. 76°C. Reactants: [Si](C)(C)(C(C)(C)C)OCC#CC(=O)C1=CC=CC=C1 (4-{[tert-butyl(dimethyl)silyl]oxy}-1-phenylbut-2-yn-1-one). Reagents/catalysts: [Pd] (Pd/C). The solvent is CCOC(=O)C (EtOAc). Conditions: time 75 minute. Product: [Si](C)(C)(C(C)(C)C)OCCCC(=O)C1=CC=CC=C1 (4-{[tert-butyl(dimethyl)silyl]oxy}-1-phenylbutan-1-one). Reaction SMILES: [Si:1]([O:8][CH2:9][C:10]#[C:11][C:12]([C:14]1[CH:19]=[CH:18][CH:17]=[CH:16][CH:15]=1)=[O:13])([C:4]([CH3:7])([CH3:6])[CH3:5])([CH3:3])[CH3:2]>CCOC(C)=O.[Pd]>[Si:1]([O:8][CH2:9][CH2:10][CH2:11][C:12]([C:14]1[CH:15]=[CH:16][CH:17]=[CH:18][CH:19]=1)=[O:13])([C:4]([CH3:7])([CH3:6])[CH3:5])([CH3:3])[CH3:2]. Procedure: A mixture of 4-{[tert-butyl(dimethyl)silyl]oxy}-1-phenylbut-2-yn-1-one (3-2, 6.60 g, 24.0 mmol, 1 equiv) and 10% Pd/C (4.0 g) in EtOAc (100 mL) was stirred under a hydrogen balloon for 75 minutes. The catalyst was filtered and washed with EtOAc (200 mL). The combined filtrate was concentrated and the residue purified by flash column chromatography (silica, 100% hexanes, grading to 50% EtOAc in hexanes) to provide 4-{[tert-butyl(dimethyl)silyl]oxy}-1-phenylbutan-1-one (3-3) as a light yellow oil.... Reactants: O (water), ClC1=C(NC(CC(=O)C)=O)C=CC=C1 (o-chloroacetoacetanilide), C(CCC)N (n-butylamine), C1(=CC=CC=C1)C (toluene). The reagents and catalysts are C(C)(=O)O (acetic acid). Run at temperature 60 celsius, time 1.5 hour. The product is ClC1=C(C=CC=C1)NC(=O)C1=C(OC(=CC1=O)C)C (N-(2-chlorophenyl)-2,6-dimethyl-4-oxo-4H-pyran-3-carboxamide). Isolated yield 29.0%. As a reaction SMILES: [Cl:1][C:2]1[CH:14]=[CH:13][CH:12]=[CH:11][C:3]=1[NH:4][C:5](=[O:10])[CH2:6][C:7]([CH3:9])=[O:8].[CH2:15](N)[CH2:16][CH2:17][CH3:18].C1(C)C=CC=CC=1.[OH2:27]>C(O)(=O)C>[Cl:1][C:2]1[CH:14]=[CH:13][CH:12]=[CH:11][C:3]=1[NH:4][C:5]([C:6]1[C:15](=[O:27])[CH:16]=[C:17]([CH3:18])[O:8][C:7]=1[CH3:9])=[O:10]. Procedure: A solution of 4.23 g (20 m mol) of o-chloroacetoacetanilide, 1.46 g (20 m mol) of n-butylamine and 20 ml of toluene, after one drop of acetic acid was added, was stirred for 1.5 hours at 60° C. and was refluxed for 30 minutes while resulted water was distilled off from the reaction mixture together with about 10 ml of toluene. After 8.10 g (80 m mol) of triethylamine was added, a solution of 4.20 g (50 m mol) of diketene in 20 ml of toluene was dropwise added over a period of 40 minutes and the ... Reactants: Ic1ccc(Oc2ccc3c(c2)CCN(C2CCC2)CC3)nc1, O=C1NCCO1. Product: O=C1OCCN1c1ccc(Oc2ccc3c(c2)CCN(C2CCC2)CC3)nc1. As a reaction SMILES: [CH:1]1([N:5]2[CH2:6][CH2:7][c:8]3[c:9]([cH:12][cH:13][c:14]([O:16][c:17]4[n:18][cH:19][c:20]([I:23])[cH:21][cH:22]4)[cH:15]3)[CH2:10][CH2:11]2)[CH2:2][CH2:3][CH2:4]1.[O:24]1[C:25](=[O:29])[NH:26][CH2:27][CH2:28]1>>[CH:1]1([N:5]2[CH2:6][CH2:7][c:8]3[c:9]([cH:12][cH:13][c:14]([O:16][c:17]4[n:18][cH:19][c:20]([N:26]5[C:25](=[O:29])[O:24][CH2:28][CH2:27]5)[cH:21][cH:22]4)[cH:15]3)[CH2:10][CH2:11]2)[CH2:2][CH2:3][CH2:4]1.